This data is from the Open Reaction Database (ORD), a public repository of structured organic reaction records. The task is: describe an organic reaction: reactants, conditions, products, and yield The reactants are [O-]CC.[Na+] (sodium ethoxide), C1(=CC=CC=C1)NN (phenylhydrazine), S(=O)(=O)(C1=CC=C(C)C=C1)NC1=CC=C2CCC(C2=C1)=O (6-Tosylamino-indan-1-one), C(C(=O)OCC)(=O)OCC (diethyl oxalate). Solvent: ice water, C(C)(=O)O (acetic acid), C(C)O (ethanol), ice water. Conditions: time 2 hour. Yields the product C1(=CC=CC=C1)N1N=C(C2=C1C1=CC(=CC=C1C2)NS(=O)(=O)C2=CC=C(C)C=C2)C(=O)OCC (1,4-dihydro-1-phenyl-7-tosylamino -indeno[1,2-c]pyrazole-3-carboxylic acid, ethyl ester). RXN SMILES: [S:1]([NH:11][C:12]1[CH:20]=[C:19]2[C:15]([CH2:16][CH2:17][C:18]2=O)=[CH:14][CH:13]=1)([C:4]1[CH:10]=[CH:9][C:7]([CH3:8])=[CH:6][CH:5]=1)(=[O:3])=[O:2].[C:22]([O:29][CH2:30][CH3:31])(=[O:28])[C:23](OCC)=O.[O-]CC.[Na+].[C:36]1([NH:42][NH2:43])[CH:41]=[CH:40][CH:39]=[CH:38][CH:37]=1>C(O)C.C(O)(=O)C>[C:36]1([N:42]2[C:18]3[C:19]4[C:15]([CH2:16][C:17]=3[C:23]([C:22]([O:29][CH2:30][CH3:31])=[O:28])=[N:43]2)=[CH:14][CH:13]=[C:12]([NH:11][S:1]([C:4]2[CH:10]=[CH:9][C:7]([CH3:8])=[CH:6][CH:5]=2)(=[O:3])=[O:2])[CH:20]=4)[CH:41]=[CH:40][CH:39]=[CH:38][CH:37]=1 |f:2.3|. Reported procedure: 6-Tosylamino-indan-1-one, m.p. 202°-204° C., (4.2 g) is reacted with diethyl oxalate (20.5 g) in anhydrous ethanol (125 ml) containing sodium ethoxide (3.75 g) under stirring in inert atmosphere at room temperature for 2 hours. The reaction mixture is diluted with ice water and extracted with hexane. The aqueous phase is acidified to pH 3 with N HCl and extracted with ethyl acetate. The organic solution is washed with water until neutral and then is evaporated to dryness in vacuo to give crude 2... Reactants: C1CCOC1, COC(=O)C=Cc1cccc(CC(=O)c2ccc(-c3ccccc3)o2)c1, CO, CCCCCCC, ClCCl, [Na+], [OH-]. Product: O=C(O)C=Cc1cccc(CC(=O)c2ccc(-c3ccccc3)o2)c1. As a reaction SMILES: [CH2:29]1[O:30][CH2:31][CH2:32][CH2:33]1.[CH3:1][O:2][C:3]([CH:4]=[CH:5][c:6]1[cH:7][c:8]([CH2:12][C:13]([c:14]2[o:15][c:16](-[c:19]3[cH:20][cH:21][cH:22][cH:23][cH:24]3)[cH:17][cH:18]2)=[O:25])[cH:9][cH:10][cH:11]1)=[O:26].[CH3:27][OH:28].[CH3:39][CH2:40][CH2:41][CH2:42][CH2:43][CH2:44][CH3:45].[Cl:36][CH2:37][Cl:38].[Na+:35].[OH-:34]>>[O:2]=[C:3]([CH:4]=[CH:5][c:6]1[cH:7][c:8]([CH2:12][C:13]([c:14]2[o:15][c:16](-[c:19]3[cH:20][cH:21][cH:22][cH:23][cH:24]3)[cH:17][cH:18]2)=[O:25])[cH:9][cH:10][cH:11]1)[OH:26]. Reactants: C(C)(=O)O[C@H]1[C@@H](O[C@@H]([C@H]([C@@H]1OC(C)=O)OC(C)=O)COC(C)=O)OC1=NNC(=C1CC1=CC=C(C=C1)OCC(C)(C)C(N[C@@H](C)C(N)=O)=O)C(C)C (3-(2,3,4,6-tetra-O-acetyl-β-D-gluco-pyranosyloxy)-4-[(4-{2-[(S)-1-(carbamoyl)ethylcarbamoyl]-2-methylpropoxy}phenyl)methyl]-5-isopropyl-1H-pyrazole), C[O-].[Na+] (sodium methoxide). The solvent is CO (methanol). Reaction conditions: time 1 hour. Yields the product C(N)(=O)[C@H](C)NC(=O)C(COC1=CC=C(C=C1)CC=1C(=NNC1C(C)C)O[C@H]1[C@H](O)[C@@H](O)[C@H](O)[C@H](O1)CO)(C)C (4-[(4-{2-[(S)-1-(Carbamoyl)ethylcarbamoyl]-2-methyl-propoxy}phenyl)methyl]-3-(β-D-glucopyranosyloxy)-5-isopropyl-1H-pyrazole). Isolated yield 87.1%. RXN SMILES: C([O:4][C@@H:5]1[C@@H:10]([O:11]C(=O)C)[C@H:9]([O:15]C(=O)C)[C@@H:8]([CH2:19][O:20]C(=O)C)[O:7][C@H:6]1[O:24][C:25]1[C:29]([CH2:30][C:31]2[CH:36]=[CH:35][C:34]([O:37][CH2:38][C:39]([C:42](=[O:49])[NH:43][C@H:44]([C:46](=[O:48])[NH2:47])[CH3:45])([CH3:41])[CH3:40])=[CH:33][CH:32]=2)=[C:28]([CH:50]([CH3:52])[CH3:51])[NH:27][N:26]=1)(=O)C.C[O-].[Na+]>CO>[C:46]([C@@H:44]([NH:43][C:42]([C:39]([CH3:41])([CH3:40])[CH2:38][O:37][C:34]1[CH:33]=[CH:32][C:31]([CH2:30][C:29]2[C:25]([O:24][C@@H:6]3[O:7][C@H:8]([CH2:19][OH:20])[C@@H:9]([OH:15])[C@H:10]([OH:11])[C@H:5]3[OH:4])=[N:26][NH:27][C:28]=2[CH:50]([CH3:52])[CH3:51])=[CH:36][CH:35]=1)=[O:49])[CH3:45])(=[O:48])[NH2:47] |f:1.2|. Reported procedure: To a solution of 3-(2,3,4,6-tetra-O-acetyl-β-D-gluco-pyranosyloxy)-4-[(4-{2-[(S)-1-(carbamoyl)ethylcarbamoyl]-2-methylpropoxy}phenyl)methyl]-5-isopropyl-1H-pyrazole (0.14 g) in methanol (4 mL) was added sodium methoxide (28% methanol solution, 0.04 mL), and the mixture was stirred at room temperature for 1 hour. The reaction mixture was concentrated under reduced pressure, and the residue was purified by solid phase extraction on ODS (washing solvent: distilled water, eluent: methanol) to give t...